This data is from the Open Reaction Database (ORD), a public repository of structured organic reaction records. The task is: describe an organic reaction: reactants, conditions, products, and yield Starting materials: FC1([C@@H](O[C@@H]([C@H]1O)CO)N1C(=O)N=C(N)C=C1)F (2'-deoxy-2',2'-difluorocytidine), C1(CCC(=O)O1)=O (Succinic anhydride). Run in C(C)O (ethanol). Yields the product C(=O)(O)CCC(=O)OC[C@@H]1[C@H](C([C@@H](O1)N1C(=O)N=C(N)C=C1)(F)F)O (5'-O-(3-Carboxy-1-oxopropyl)-2'-deoxy-2',2'-difluorocytidine). RXN SMILES: [F:1][C:2]1([F:18])[C@H:6]([OH:7])[C@@H:5]([CH2:8][OH:9])[O:4][C@H:3]1[N:10]1[CH:17]=[CH:16][C:14]([NH2:15])=[N:13][C:11]1=[O:12].[C:19]1(=[O:25])[O:24][C:22](=[O:23])[CH2:21][CH2:20]1>C(O)C>[C:22]([CH2:21][CH2:20][C:19]([O:9][CH2:8][C@H:5]1[O:4][C@@H:3]([N:10]2[CH:17]=[CH:16][C:14]([NH2:15])=[N:13][C:11]2=[O:12])[C:2]([F:1])([F:18])[C@@H:6]1[OH:7])=[O:25])([OH:24])=[O:23]. Procedure details: Dry 2'-deoxy-2',2'-difluorocytidine (311 mg) was added to dry ethanol and brought to reflux. Succinic anhydride (2.5 g) was added in portions over a half hour period and the mixture was refluxed an additional 1/2 hour. The mixture was concentrated in vacuo and the resulting crude product was placed on a silica gel column and eluted with a step gradient of 5%, 20%, and 50% methanol in methylene chloride. The desired product was isolated in the 50% methanol in methylene chloride wash and contained... Reactants: Cl[Si](C)(C)C (chlorotrimethylsilane), N1(N=NC2=C1C=CC=C2)CNCCCC2=CC=CC=C2 (benzotriazol-1-ylmethyl-(3-phenyl-propyl)-amine), BrC(C(=O)OCC)(F)F (ethyl bromodifluoroacetate). Reagents/catalysts: [Zn] (zinc). Solvent: O1CCCC1 (tetrahydrofuran), O1CCCC1 (tetrahydrofuran), O1CCCC1 (tetrahydrofuran). Conditions: time 20 minute. The product is C(C)OC(C(CNCCCC1=CC=CC=C1)(F)F)=O (2,2-difluoro-3-(3-phenyl-propylamino)-propionic acid ethyl ester). Isolated yield 15.6%. As a reaction SMILES: Cl[Si](C)(C)C.Br[C:7]([F:14])([F:13])[C:8]([O:10][CH2:11][CH3:12])=[O:9].N1([CH2:24][NH:25][CH2:26][CH2:27][CH2:28][C:29]2[CH:34]=[CH:33][CH:32]=[CH:31][CH:30]=2)C2C=CC=CC=2N=N1>O1CCCC1.[Zn]>[CH2:11]([O:10][C:8](=[O:9])[C:7]([F:14])([F:13])[CH2:24][NH:25][CH2:26][CH2:27][CH2:28][C:29]1[CH:34]=[CH:33][CH:32]=[CH:31][CH:30]=1)[CH3:12]. Procedure: To a mixture of 3.44 g (0.056 g-atom) of zinc powder (−325 mesh) and 60 mL of anhydrous tetrahydrofuran was added 5.0 mL (0.039 mole) of chlorotrimethylsilane in one portion. After stirring for 20 minutes, a solution of 5.1 mL (0.039 mole) of ethyl bromodifluoroacetate in 5 mL of tetrahydrofuran was added dropwise at a rate to keep the internal temperature below 35 degrees. The mixture was stirred for 20 minutes and then cooled to −10 to 0 degrees. A solution of 7 g (0.026 mole) of benzotriazol-... Starting materials: OC(CNC(C1=CC(=C(C=C1)OC)\C=C\C1=CC=C(C=C1)C(F)(F)F)=O)CO (N-(2,3-dihydroxy-propyl)-4-methoxy-3-[(E)-2-(4-trifluoromethylphenyl)vinyl]benzamide), NCCO (2-aminoethanol). Product: OCCNC(C1=CC(=C(C=C1)OC)\C=C\C1=CC=C(C=C1)C(F)(F)F)=O (N-(2-hydroxyethyl)-4-methoxy-3-[(E)-2-(4-trifluoromethylphenyl)-vinyl]benzamide). Reaction SMILES: [OH:1][CH:2](CO)[CH2:3][NH:4][C:5](=[O:26])[C:6]1[CH:11]=[CH:10][C:9]([O:12][CH3:13])=[C:8](/[CH:14]=[CH:15]/[C:16]2[CH:21]=[CH:20][C:19]([C:22]([F:25])([F:24])[F:23])=[CH:18][CH:17]=2)[CH:7]=1.NCCO>>[OH:1][CH2:2][CH2:3][NH:4][C:5](=[O:26])[C:6]1[CH:11]=[CH:10][C:9]([O:12][CH3:13])=[C:8](/[CH:14]=[CH:15]/[C:16]2[CH:17]=[CH:18][C:19]([C:22]([F:24])([F:25])[F:23])=[CH:20][CH:21]=2)[CH:7]=1. Reported procedure: The captioned compound was synthesized from 4-methoxy-3-[(E)-2-(4-trifluoromethylphenyl)vinyl]benzoic acid obtained in step B of Example 2-2-38 and 2-aminoethanol in accordance with the same procedure as in the methods described in step C of Example 1-2-3. The reactants are Cc1ncc([N+](=O)[O-])cc1C(=O)Nc1ccccc1, CCO. Yields the product Cc1ncc(N)cc1C(=O)Nc1ccccc1. Reaction SMILES: [CH3:1][c:2]1[c:3]([C:4](=[O:5])[NH:6][c:7]2[cH:8][cH:9][cH:10][cH:11][cH:12]2)[cH:13][c:14]([N+:17]([O-:18])=[O:19])[cH:15][n:16]1.[CH3:20][CH2:21][OH:22]>>[CH3:1][c:2]1[c:3]([C:4](=[O:5])[NH:6][c:7]2[cH:8][cH:9][cH:10][cH:11][cH:12]2)[cH:13][c:14]([NH2:17])[cH:15][n:16]1. Starting materials: CC1(C(=O)O)N=C(c2ccccc2)N(Cc2ccccc2)C1c1ccccc1, ClCCl, CN(C)c1ccncc1, OCc1ccccc1. The product is CC1(C(=O)OCc2ccccc2)N=C(c2ccccc2)N(Cc2ccccc2)C1c1ccccc1. As a reaction SMILES: [CH2:1]([c:2]1[cH:3][cH:4][cH:5][cH:6][cH:7]1)[N:8]1[C:9]([c:23]2[cH:24][cH:25][cH:26][cH:27][cH:28]2)=[N:10][C:11]([C:19](=[O:20])[OH:21])([CH3:22])[CH:12]1[c:13]1[cH:14][cH:15][cH:16][cH:17][cH:18]1.[CH2:37]([Cl:38])[Cl:39].[CH3:40][N:41]([c:42]1[cH:43][cH:44][n:45][cH:46][cH:47]1)[CH3:48].[OH:29][CH2:30][c:31]1[cH:32][cH:33][cH:34][cH:35][cH:36]1>>[CH2:1]([c:2]1[cH:3][cH:4][cH:5][cH:6][cH:7]1)[N:8]1[C:9]([c:23]2[cH:24][cH:25][cH:26][cH:27][cH:28]2)=[N:10][C:11]([C:19]([O:20][CH2:30][c:31]2[cH:32][cH:33][cH:34][cH:35][cH:36]2)=[O:21])([CH3:22])[CH:12]1[c:13]1[cH:14][cH:15][cH:16][cH:17][cH:18]1.